This data is from the Open Reaction Database (ORD), a public repository of structured organic reaction records. The task is: describe an organic reaction: reactants, conditions, products, and yield Starting materials: C(C)(=O)O[BH-](OC(C)=O)OC(C)=O.[Na+] (sodium triacetoxyborohydride), C([O-])(O)=O.[Na+] (sodium bicarbonate), FC(C=1C=C(C=O)C=C(C1)C(F)(F)F)(F)F (3,5-bis(trifluoromethyl)benzaldehyde), C(C)(=O)O (acetic acid), C(C)(C)OC(=O)N1[C@H](C[C@H](C2=NC(=CC=C12)OC)N)C ((+/−)-cis-4-amino-6-methoxy-2-methyl-3,4-dihydro-2H-[1,5]naphthyridine-1-carboxylic acid isopropyl ester). The solvent is ClC(C)Cl (dichloroethane). Run at time 14 hour. Product: C(C)(C)OC(=O)N1[C@H](C[C@H](C2=NC(=CC=C12)OC)NCC1=CC(=CC(=C1)C(F)(F)F)C(F)(F)F)C ((+/−)-cis-4-(3,5-Bis-trifluoromethyl-benzylamino)-6-methoxy-2-methyl-3,4-dihydro-2H-[1,5]naphthyridine-1-carboxylic acid isopropyl ester). Isolated yield 81.6%. Reaction SMILES: C(O[BH-](OC(=O)C)OC(=O)C)(=O)C.[Na+].[F:15][C:16]([F:30])([F:29])[C:17]1[CH:18]=[C:19]([CH:22]=[C:23]([C:25]([F:28])([F:27])[F:26])[CH:24]=1)[CH:20]=O.C(O)(=O)C.[CH:35]([O:38][C:39]([N:41]1[C:50]2[C:45](=[N:46][C:47]([O:51][CH3:52])=[CH:48][CH:49]=2)[C@H:44]([NH2:53])[CH2:43][C@@H:42]1[CH3:54])=[O:40])([CH3:37])[CH3:36].C(=O)(O)[O-].[Na+]>ClC(Cl)C>[CH:35]([O:38][C:39]([N:41]1[C:50]2[C:45](=[N:46][C:47]([O:51][CH3:52])=[CH:48][CH:49]=2)[C@H:44]([NH:53][CH2:20][C:19]2[CH:18]=[C:17]([C:16]([F:30])([F:29])[F:15])[CH:24]=[C:23]([C:25]([F:28])([F:27])[F:26])[CH:22]=2)[CH2:43][C@@H:42]1[CH3:54])=[O:40])([CH3:37])[CH3:36] |f:0.1,5.6|. Reported procedure: Add sodium triacetoxyborohydride (1.160 g, 5.50 mmol) to a mixture of 3,5-bis(trifluoromethyl)benzaldehyde (0.217 mL, 1.32 mmol), acetic acid (0.010 mL, 1.65 mmol), and (+/−)-cis-4-amino-6-methoxy-2-methyl-3,4-dihydro-2H-[1,5]naphthyridine-1-carboxylic acid isopropyl ester (0.318 mg, 1.12 mmol) in dichloroethane (10 mL). Stir thie mixture at room temperature under an atmosphere of nitrogen for 14 h. Add a saturated solution of sodium bicarbonate, separate the layers, and extract the aqueous laye... Starting materials: CC(C)CBr, CCO, NC(=O)c1ccccc1O, [Na]. Yields the product CC(C)COc1ccccc1C(N)=O. RXN SMILES: [CH2:12]([CH:13]([CH3:14])[CH3:15])[Br:16].[CH3:17][CH2:18][OH:19].[NH2:1][C:2](=[O:3])[c:4]1[cH:5][cH:6][cH:7][cH:8][c:9]1[OH:10].[Na:11]>>[NH2:1][C:2](=[O:3])[c:4]1[cH:5][cH:6][cH:7][cH:8][c:9]1[O:10][CH2:12][CH:13]([CH3:14])[CH3:15]. RXN SMILES: [CH2:1]([CH:5]([CH2:11][C:12]1[CH:17]=[CH:16][C:15]([O:18][CH2:19][CH2:20][NH:21][C:22]([C:24]2[CH:25]=[CH:26][C:27]([O:30][CH3:31])=[N:28][CH:29]=2)=[O:23])=[CH:14][CH:13]=1)[C:6]([O:8]CC)=[O:7])[CH2:2][CH2:3][CH3:4].[OH-].[Na+]>>[CH2:1]([CH:5]([CH2:11][C:12]1[CH:17]=[CH:16][C:15]([O:18][CH2:19][CH2:20][NH:21][C:22]([C:24]2[CH:25]=[CH:26][C:27]([O:30][CH3:31])=[N:28][CH:29]=2)=[O:23])=[CH:14][CH:13]=1)[C:6]([OH:8])=[O:7])[CH2:2][CH2:3][CH3:4] |f:1.2|. Product: C(CCC)C(C(=O)O)CC1=CC=C(C=C1)OCCNC(=O)C=1C=CC(=NC1)OC (2-Butyl-3-[4-[2-(2-methoxypyridine-5-carbonylamino)ethoxy]phenyl]propionic acid). Yield: 62.7%. Procedure details: In a similar manner to that described in Example 2, ethyl 2-butyl-3-[4-[2-(2-methoxypyridine-5-carbonylamino)ethoxy]phenyl]propionate (500 mg), which is the product of Example 51, was reacted with aqueous sodium hydroxide solution (1N, 4.00 ml) and the reaction mixture was treated to give the title compound (293 mg) as a white powder. Starting materials: C(CCC)C(C(=O)OCC)CC1=CC=C(C=C1)OCCNC(=O)C=1C=CC(=NC1)OC (ethyl 2-butyl-3-[4-[2-(2-methoxypyridine-5-carbonylamino)ethoxy]phenyl]propionate), product, [OH-].[Na+] (sodium hydroxide). Reactants: BrC1=NC=CC=C1C (2-bromo-3-methylpyridine). Run in O1CCCC1 (tetrahydrofuran). Reaction conditions: time 24 hour. Yields the product CC=1C(=NC=CC1)C1=NC=CC=C1 (3-Methyl-2,2′-bipyridine). Reaction SMILES: Br[C:2]1[C:7]([CH3:8])=[CH:6][CH:5]=[CH:4][N:3]=1>O1CCCC1>[CH3:8][C:7]1[C:2]([C:2]2[CH:7]=[CH:6][CH:5]=[CH:4][N:3]=2)=[N:3][CH:4]=[CH:5][CH:6]=1. Procedure: To a flask were added 1.0 g 2-bromo-3-methylpyridine and 10 ml of dry tetrahydrofuran. The solution was purged with nitrogen and 34 mg tetrakis(triphenylphosphine)palladium was added followed by 17.4 ml of a 0.5M solution of 2-pyridylzinc bromide in tetrahydrofuran. The mixture was stirred at 22 C for 24 hours, then 40 C for 72 hours. The mixture was poured into a solution of 5 g EDTA, 2 g sodium carbonate and 40 ml water. The product was extracted twice with diethylether, washed with water and ... The reactants are C(C1=CC=CC=C1)SC1=NN2C(C(=NC=C2Br)O)=N1 (2 -benzylthio-5-bromo-8 -hydroxy[1,2,4]triazolo[1,5 -a]pyrazine), P(=O)(Cl)(Cl)Cl (phosphorus oxychloride). The solvent is C(C)#N (acetonitrile). The product is C(C1=CC=CC=C1)SC1=NN2C(C(=NC=C2Br)Cl)=N1 (2-Benzylthio-5-bromo-8-chloro[1,2,4]-triazolo[1,5-a]pyrazine). Reaction SMILES: [CH2:1]([S:8][C:9]1[N:19]=[C:12]2[C:13](O)=[N:14][CH:15]=[C:16]([Br:17])[N:11]2[N:10]=1)[C:2]1[CH:7]=[CH:6][CH:5]=[CH:4][CH:3]=1.P(Cl)(Cl)([Cl:22])=O>C(#N)C>[CH2:1]([S:8][C:9]1[N:19]=[C:12]2[C:13]([Cl:22])=[N:14][CH:15]=[C:16]([Br:17])[N:11]2[N:10]=1)[C:2]1[CH:7]=[CH:6][CH:5]=[CH:4][CH:3]=1. Procedure: A suspension of 1.04 g (3.08 mmol) of crude 2 -benzylthio-5-bromo-8 -hydroxy[1,2,4]triazolo[1,5 -a]pyrazine in 40 mL of dry acetonitrile was prepared in a flask equipped with a condenser and a drying tube and to this was added with stirring 4.0mL (43mmol) of phosphorus oxychloride. The mixture was heated at reflux for 3 hours and the solvent was then removed by evaporation under reduced pressure. The dark residue was dissolved in dichloromethane and the resulting solution was washed with water a... Starting materials: COC(C1=C(C(=C(C=C1)F)F)F)OC (1-(dimethoxymethyl)-2,3,4-trifluorobenzene), COC(C1=C(C(=C(C=C1)F)F)F)OC (1-(dimethoxymethyl)-2,3,4-trifluorobenzene), C(C(=O)OCC)(=O)OCC (diethyl oxalate). Product: COC(C=1C(=C(C(=C(C1)C(C(=O)OCC)=O)F)F)F)OC (Ethyl 2-(5-(dimethoxymethyl)-2,3,4-trifluorophenyl)-2-oxoacetate). As a reaction SMILES: [CH3:1][O:2][CH:3]([O:13][CH3:14])[C:4]1[CH:9]=[CH:8][C:7]([F:10])=[C:6]([F:11])[C:5]=1[F:12].[C:15](OCC)(=[O:21])[C:16]([O:18][CH2:19][CH3:20])=[O:17]>>[CH3:14][O:13][CH:3]([O:2][CH3:1])[C:4]1[C:5]([F:12])=[C:6]([F:11])[C:7]([F:10])=[C:8]([C:15](=[O:21])[C:16]([O:18][CH2:19][CH3:20])=[O:17])[CH:9]=1. Procedure details: Starting materials: 1-(dimethoxymethyl)-2,3,4-trifluorobenzene (Intermediate 39) and diethyl oxalate. Starting materials: N(N)C1=CC=C(C=C1)S(=O)(=O)O (4-Hydrazinobenzenesulfonic acid), CC(CCCCS(=O)(=O)O)C(C)=O (5-methyl-6-oxoheptanesulfonic acid). Run in C(C)(=O)O (acetic acid). Yields the product CC1=NC2=CC=C(C=C2C1(CCCCS(=O)(=O)O)C)S(=O)(=O)O (2,3-Dimethyl-3-(4-sulfobutyl)-3H-indole-5-sulfonic acid). RXN SMILES: [NH:1]([C:3]1[CH:8]=[CH:7][C:6]([S:9]([OH:12])(=[O:11])=[O:10])=[CH:5][CH:4]=1)N.[CH3:13][CH:14]([C:23](=O)[CH3:24])[CH2:15][CH2:16][CH2:17][CH2:18][S:19]([OH:22])(=[O:21])=[O:20]>C(O)(=O)C>[CH3:24][C:23]1[C:14]([CH3:13])([CH2:15][CH2:16][CH2:17][CH2:18][S:19]([OH:22])(=[O:21])=[O:20])[C:8]2[C:3](=[CH:4][CH:5]=[C:6]([S:9]([OH:12])(=[O:11])=[O:10])[CH:7]=2)[N:1]=1. Procedure: 4-Hydrazinobenzenesulfonic acid (1.88 g), 5-methyl-6-oxoheptanesulfonic acid (2.5 g) and acetic acid (50 ml) were mixed and heated under reflux for 6 hrs. The solvent was evaporated under vacuum, then the residue was triturated with 2-propanol to yield the crude product as a yellow solid. This was purified by HPLC as required (RPC18. Water+0.1% TFA). 1H-nmr (D2O) δ0.8-1.0 (2H, m), 1.55-1.65 (5H,=3H, s+2H, m), 2.16 (1H, ddd), 2.29 (1H, ddd), 2.75 (2H, m), 2.81 (partially d-exchanged methyl single... The reactants are O=C([O-])O, ClC(Cl)Cl, Nc1ccc(Oc2cc(Cl)ccc2Cl)c(F)c1, S=C(Cl)Cl, [Na+]. Yields the product Fc1cc(N=C=S)ccc1Oc1cc(Cl)ccc1Cl. Reaction SMILES: [C:18](=[O:19])([OH:20])[O-:21].[CH:27]([Cl:28])([Cl:29])[Cl:30].[Cl:1][c:2]1[c:3]([O:4][c:5]2[c:6]([F:12])[cH:7][c:8]([NH2:11])[cH:9][cH:10]2)[cH:13][c:14]([Cl:17])[cH:15][cH:16]1.[Cl:23][C:24]([Cl:25])=[S:26].[Na+:22]>>[Cl:1][c:2]1[c:3]([O:4][c:5]2[c:6]([F:12])[cH:7][c:8]([N:11]=[C:24]=[S:26])[cH:9][cH:10]2)[cH:13][c:14]([Cl:17])[cH:15][cH:16]1.